Dataset: the Open Reaction Database (ORD), a public repository of structured organic reaction records. Task: describe an organic reaction: reactants, conditions, products, and yield The reactants are [N+](=O)([O-])C=1C=C(C=CC1)CCO (2-(3-nitrophenyl)ethanol), OI1(OC(C2=C1C=CC=C2)=O)=O (1-hydroxy-1,2-benziodoxol-3(1H)-one 1-oxide). The solvent is O1CCCC1 (tetrahydrofuran). Yields the product [N+](=O)([O-])C=1C=C(C=CC1)CC=O ((3-Nitrophenyl)acetaldehyde). RXN SMILES: [N+:1]([C:4]1[CH:5]=[C:6]([CH2:10][CH2:11][OH:12])[CH:7]=[CH:8][CH:9]=1)([O-:3])=[O:2].OI1(=O)C2C=CC=CC=2C(=O)O1>O1CCCC1>[N+:1]([C:4]1[CH:5]=[C:6]([CH2:10][CH:11]=[O:12])[CH:7]=[CH:8][CH:9]=1)([O-:3])=[O:2]. Procedure: A mixture of 10 g of 2-(3-nitrophenyl)ethanol, 25.1 g of 1-hydroxy-1,2-benziodoxol-3(1H)-one 1-oxide and 300 ml of tetrahydrofuran is heated at reflux for 6 hours. After filtration and concentration of the solvent, the product is used as it is in the following Step. Starting materials: BrC1=CC=C(C=C1)[Si](C)(C)C (1-bromo-4-trimethylsilylbenzene), N1=CNC2=C1C=CC=C2 (benzimidazole), C([O-])([O-])=O.[K+].[K+] (potassium carbonate), C1COCCOCCOCCOCCOCCO1 (18-crown-6), 1L. The reagents and catalysts are [Cu] (copper). Run in C1CCCC2=CC=CC=C12 (tetrahydronaphthalene). Yields the product C[Si](C1=CC=C(C=C1)N1C=NC2=C1C=CC=C2)(C)C (N-(p-trimethylsilylphenyl)benzimidazole). Yield: 81.9%. As a reaction SMILES: Br[C:2]1[CH:7]=[CH:6][C:5]([Si:8]([CH3:11])([CH3:10])[CH3:9])=[CH:4][CH:3]=1.[N:12]1[C:16]2[CH:17]=[CH:18][CH:19]=[CH:20][C:15]=2[NH:14][CH:13]=1.C(=O)([O-])[O-].[K+].[K+].C1OCCOCCOCCOCCOCCOC1>C1C2C(=CC=CC=2)CCC1.[Cu]>[CH3:9][Si:8]([CH3:11])([CH3:10])[C:5]1[CH:6]=[CH:7][C:2]([N:12]2[C:16]3[CH:17]=[CH:18][CH:19]=[CH:20][C:15]=3[N:14]=[CH:13]2)=[CH:3][CH:4]=1 |f:2.3.4|. Procedure: To a 1L 3-neck flask equipped with a mechanical stir arm was added 14.5 g (65.1 mmol) of 1-bromo-4-trimethylsilylbenzene, 9.2 g (78.1 mmol) of benzimidazole, 9.1 g (143 mmol) of copper power, 31.4 g (228 mmol) of potassium carbonate, and 1.7 g (6.5 mmol) of 18-crown-6. These chemicals were stirred vigorously in 400 mL tetrahydronaphthalene at 180° C. under N2 atmosphere. After 20 hours of heating, the mixture was filtered warm. The solids on the funnel were repeatedly washed with dichloromethane... Reactants: ClC=1C=C(C(=O)OO)C=CC1 (meta-chloroperoxybenzoic acid), CS(=O)(=O)N1CCCC=C1 (N-methanesulfony-1,2,3,4-tetrahydropyridine), ClC=1C=C(C(=O)OO)C=CC1 (meta-chloroperoxybenzoic acid). Solvent: C(Cl)Cl (methylene chloride), C(Cl)Cl (methylene chloride). Reaction conditions: time 30 minute. The product is CS(=O)(=O)N1CC2OC2CC1 (rac-3-Methanesulfonyl-7-oxa-3-aza-bicyclo[4.1.0]heptane). RXN SMILES: [CH3:1][S:2]([N:5]1[CH:10]=[CH:9][CH2:8][CH2:7][CH2:6]1)(=[O:4])=[O:3].ClC1C=C(C=CC=1)C(OO)=[O:16]>C(Cl)Cl>[CH3:1][S:2]([N:5]1[CH2:6][CH2:7][CH:8]2[CH:9]([O:16]2)[CH2:10]1)(=[O:4])=[O:3]. Procedure: To a stirred solution of N-methanesulfony-1,2,3,4-tetrahydropyridine (2.18 g, 13.52 mmol, Example 302) in methylene chloride (30 mL) at 0° C., meta-chloroperoxybenzoic acid (3.94 g, 77%, 17.5 mmol, Aldrich) in 20 mL of methylene chloride was added and the mixture was stirred for 30 minutes. An additional 600 mg of meta-chloroperoxybenzoic acid was added and the mixture was stirred for 6 hours. The reaction was quenched with 30% sodium thiosulfate solution and the mixture was extracted with methy...